From a dataset of the Open Reaction Database (ORD), a public repository of structured organic reaction records. describe an organic reaction: reactants, conditions, products, and yield Reactants: BrC=1C=NNC1 (4-bromo-1H-pyrazole), C(C1=CC=CC=C1)OCC1NC(OC1CI)=O (4-[(benzyloxy)methyl]-5-(iodomethyl)-1,3-oxazolidin-2-one), [O-]P(=O)([O-])[O-].[K+].[K+].[K+] (potassium phosphate tribasic). Solvent: CN(C)C=O (DMF), O (water). Conditions: temperature 90 celsius. Yields the product C(C1=CC=CC=C1)OCC1NC(OC1CN1N=CC(=C1)Br)=O (4-[(benzyloxy)methyl]-5-[(4-bromo-1H-pyrazol-1-yl)methyl]-1,3-oxazolidin-2-one). RXN SMILES: [Br:1][C:2]1[CH:3]=[N:4][NH:5][CH:6]=1.[CH2:7]([O:14][CH2:15][CH:16]1[CH:20]([CH2:21]I)[O:19][C:18](=[O:23])[NH:17]1)[C:8]1[CH:13]=[CH:12][CH:11]=[CH:10][CH:9]=1.[O-]P([O-])([O-])=O.[K+].[K+].[K+]>CN(C=O)C.O>[CH2:7]([O:14][CH2:15][CH:16]1[CH:20]([CH2:21][N:4]2[CH:3]=[C:2]([Br:1])[CH:6]=[N:5]2)[O:19][C:18](=[O:23])[NH:17]1)[C:8]1[CH:9]=[CH:10][CH:11]=[CH:12][CH:13]=1 |f:2.3.4.5|. Reported procedure: A mixture of 4-bromo-1H-pyrazole (2.33 g, 15.9 mmol), 4-[(benzyloxy)methyl]-5-(iodomethyl)-1,3-oxazolidin-2-one (5.00 g, 14.4 mmol), and potassium phosphate tribasic (9.17 g, 43.3 mmol) in DMF (50 mL) was stirred and heated to 90° C. for 16 hours. The reaction mixture was cooled to ambient temperature, diluted with water, and extracted with ethyl acetate. The organic layer was dried over sodium sulfate, filtered, and concentrated under reduced pressure to afford the crude product residue. The cr...